This data is from the Open Reaction Database (ORD), a public repository of structured organic reaction records. The task is: describe an organic reaction: reactants, conditions, products, and yield The reactants are C(O)([O-])=O.[Na+] (Sodium hydrogencarbonate), OCCCN1C([C@@H](NCC1)C)=O ((S)-1-(3-hydroxy-propyl)-3-methyl-piperazin-2-one), ClC(=O)OCC1=CC=CC=C1 (benzyl chloroformate). Solvent: CC(=O)C (acetone), O (water), CC(=O)C (acetone). Run at time 16 hour. The product is C(C1=CC=CC=C1)OC(=O)N1[C@H](C(N(CC1)CCCO)=O)C ((S)-4-(3-Hydroxy-propyl)-2-methyl-3-oxo-piperazine-1-carboxylic acid benzyl ester). The yield is 100.6%. As a reaction SMILES: C(=O)([O-])O.[Na+].[OH:6][CH2:7][CH2:8][CH2:9][N:10]1[CH2:15][CH2:14][NH:13][C@@H:12]([CH3:16])[C:11]1=[O:17].Cl[C:19]([O:21][CH2:22][C:23]1[CH:28]=[CH:27][CH:26]=[CH:25][CH:24]=1)=[O:20]>CC(C)=O.O>[CH2:22]([O:21][C:19]([N:13]1[CH2:14][CH2:15][N:10]([CH2:9][CH2:8][CH2:7][OH:6])[C:11](=[O:17])[C@@H:12]1[CH3:16])=[O:20])[C:23]1[CH:28]=[CH:27][CH:26]=[CH:25][CH:24]=1 |f:0.1|. Procedure details: Sodium hydrogencarbonate (976 mg, 11.6 mmol) was added to a solution of (S)-1-(3-hydroxy-propyl)-3-methyl-piperazin-2-one (example 20D; 1.00 g, 5.81 mmol) in acetone (5 mL) and water (5 mL), then a solution of benzyl chloroformate (1.04 g, 5.81 mmol) in acetone (1 mL) was added at 0° C. The reaction mixture was allowed to reach room temperature over 16 h, then partitioned between ethyl acetate and water. The organic layer was dried (MgSO4), filtered, and evaporated to afford the title compound (... Reactants: ClCCl, O=C(O)C1Cc2ccccc2CN1, ClCCl, ClC(Cl)Cl, Cl, O=[N+]([O-])c1ccc(S(=O)(=O)Cl)cc1, [Na+], [OH-], O. Product: O=C(O)C1Cc2ccccc2CN1S(=O)(=O)c1ccc([N+](=O)[O-])cc1. Reaction SMILES: [CH2:17]([Cl:18])[Cl:19].[CH2:1]1[NH:2][CH:3]([C:11](=[O:12])[OH:13])[CH2:4][c:5]2[cH:6][cH:7][cH:8][cH:9][c:10]21.[CH2:33]([Cl:34])[Cl:35].[CH:36]([Cl:37])([Cl:38])[Cl:39].[ClH:40].[N+:20](=[O:21])([O-:22])[c:23]1[cH:24][cH:25][c:26]([S:29](=[O:30])(=[O:31])[Cl:32])[cH:27][cH:28]1.[Na+:15].[OH-:14].[OH2:16]>>[CH2:1]1[N:2]([S:29]([c:26]2[cH:25][cH:24][c:23]([N+:20](=[O:21])[O-:22])[cH:28][cH:27]2)(=[O:30])=[O:31])[CH:3]([C:11](=[O:12])[OH:13])[CH2:4][c:5]2[cH:6][cH:7][cH:8][cH:9][c:10]21. Reported procedure: To a 25 mL microwave reactor pressure tube was charged 3-{1-[(2,5-difluorophenyl)acetyl]-2,3-dihydro-1H-indol-5-yl}-7-iodothieno[3,2-c]pyridin-4-amine (129 mg, 0.236 mmol), 1,1-dimethylethyl 4-(4,4,5,5-tetramethyl-1,3,2-dioxaborolan-2-yl)-1H-pyrazole-1-carboxylate (69.3 mg, 0.236 mmol), 1,1′-bis(diphenylphosphino)ferrocene-palladium(II)dichloride dichloromethane complex 9.62 mg, 0.012 mmol), and saturated aqueous sodium carbonate (0.707 mL, 0.707 mmol) followed by dioxane (5 mL). The reaction wa... Product: FC1=C(C=C(C=C1)F)CC(=O)N1CCC2=CC(=CC=C12)C1=CSC2=C1C(=NC=C2C=2C=NNC2)N (3-{1-[(2,5-difluorophenyl)acetyl]-2,3-dihydro-1H-indol-5-yl}-7-(1H-pyrazol-4-yl)thieno[3,2-c]pyridin-4-amine). Run in O1CCOCC1 (dioxane). Isolated yield 34.8%. Reaction conditions: temperature 120 celsius. Reaction SMILES: [F:1][C:2]1[CH:7]=[CH:6][C:5]([F:8])=[CH:4][C:3]=1[CH2:9][C:10]([N:12]1[C:20]2[C:15](=[CH:16][C:17]([C:21]3[C:25]4[C:26]([NH2:31])=[N:27][CH:28]=[C:29](I)[C:24]=4[S:23][CH:22]=3)=[CH:18][CH:19]=2)[CH2:14][CH2:13]1)=[O:11].CC1(C)C(C)(C)OB([C:40]2[CH:41]=[N:42][N:43](C(OC(C)(C)C)=O)[CH:44]=2)O1.C(=O)([O-])[O-].[Na+].[Na+]>O1CCOCC1>[F:1][C:2]1[CH:7]=[CH:6][C:5]([F:8])=[CH:4][C:3]=1[CH2:9][C:10]([N:12]1[C:20]2[C:15](=[CH:16][C:17]([C:21]3[C:25]4[C:26]([NH2:31])=[N:27][CH:28]=[C:29]([C:40]5[CH:41]=[N:42][NH:43][CH:44]=5)[C:24]=4[S:23][CH:22]=3)=[CH:18][CH:19]=2)[CH2:14][CH2:13]1)=[O:11] |f:2.3.4|. Reactants: FC1=C(C=C(C=C1)F)CC(=O)N1CCC2=CC(=CC=C12)C1=CSC2=C1C(=NC=C2I)N (3-{1-[(2,5-difluorophenyl)acetyl]-2,3-dihydro-1H-indol-5-yl}-7-iodothieno[3,2-c]pyridin-4-amine), CC1(OB(OC1(C)C)C=1C=NN(C1)C(=O)OC(C)(C)C)C (1,1-dimethylethyl 4-(4,4,5,5-tetramethyl-1,3,2-dioxaborolan-2-yl)-1H-pyrazole-1-carboxylate), C([O-])([O-])=O.[Na+].[Na+] (sodium carbonate). Reactants: C(C)(=O)N1C(CCC12CCOCC2)C(=O)O (1-acetyl-8-oxa-1-azaspiro[4.5]decane-2-carboxylic acid), CC([C@@H](C(=O)N1CC2(CN(C2)C(=O)OC(C)(C)C)CC1C(=O)NCC(=O)C1=CC=C(C=C1)C1=CC=C(C=C1)C=1N=C(NC1)[C@H]1N(CCC1)C([C@H](C(C)C)NC(=O)OC)=O)NC(=O)OC)C (1,1-dimethylethyl 6-((2S)-3-methyl-2-{[(methyloxy)carbonyl]amino}butanoyl)-7-({[2-(4′-{2-[(2S)-1-((2S)-3-methyl-2-{[(methyloxy)carbonyl]amino}butanoyl)-2-pyrrolidinyl]-1H-imidazol-4-yl}-4-biphenylyl)-2-oxoethyl]amino}carbonyl)-2,6-diazaspiro[3.4]octane-2-carboxylate). Yields the product C(C)(=O)N1C(CCC12CCOCC2)C(=O)NCC(=O)C2=CC=C(C=C2)C2=CC=C(C=C2)C=2N=C(NC2)[C@H]2N(CCC2)C(=O)[C@H](C(C)C)NC(OC)=O (methyl {(1S)-1-[((2S)-2-{4-[4′-({[(1-acetyl-8-oxa-1-azaspiro[4.5]dec-2-yl)carbonyl]amino}acetyl)-4-biphenylyl]-1H-imidazol-2-yl}-1-pyrrolidinyl)carbonyl]-2-methylpropyl}carbamate). The yield is 66.2%. RXN SMILES: [C:1]([N:4]1[C:8]2([CH2:13][CH2:12][O:11][CH2:10][CH2:9]2)[CH2:7][CH2:6][CH:5]1[C:14]([OH:16])=O)(=[O:3])[CH3:2].CC(C)[C@H](NC(OC)=O)C(N1C(C([NH:39][CH2:40][C:41]([C:43]2[CH:48]=[CH:47][C:46]([C:49]3[CH:54]=[CH:53][C:52]([C:55]4[N:56]=[C:57]([C@@H:60]5[CH2:64][CH2:63][CH2:62][N:61]5[C:65](=[O:75])[C@@H:66]([NH:70][C:71]([O:73][CH3:74])=[O:72])[CH:67]([CH3:69])[CH3:68])[NH:58][CH:59]=4)=[CH:51][CH:50]=3)=[CH:45][CH:44]=2)=[O:42])=O)CC2(CN(C(OC(C)(C)C)=O)C2)C1)=O>>[C:1]([N:4]1[C:8]2([CH2:9][CH2:10][O:11][CH2:12][CH2:13]2)[CH2:7][CH2:6][CH:5]1[C:14]([NH:39][CH2:40][C:41]([C:43]1[CH:48]=[CH:47][C:46]([C:49]2[CH:50]=[CH:51][C:52]([C:55]3[N:56]=[C:57]([C@@H:60]4[CH2:64][CH2:63][CH2:62][N:61]4[C:65]([C@@H:66]([NH:70][C:71](=[O:72])[O:73][CH3:74])[CH:67]([CH3:69])[CH3:68])=[O:75])[NH:58][CH:59]=3)=[CH:53][CH:54]=2)=[CH:45][CH:44]=1)=[O:42])=[O:16])(=[O:3])[CH3:2]. Procedure details: This compound was prepared in an analogous fashion to 169 from 1-acetyl-8-oxa-1-azaspiro[4.5]decane-2-carboxylic acid (171) (56 mg, 0.25 mmol) and methyl {(1S)-[((2S)-2-{4-[4′-(aminoacetyl)-4-biphenylyl]-1H-imidazol-2-yl}-1-pyrrolidinyl)carbonyl]-2-methylpropyl}carbamate dihydrochloride (1) (142 mg, 0.25 mmol) to afford the title compound as an off-white solid (118 mg, 67% yield). The reactants are Oc1ccc(Br)cc1, CC(=O)[O-], CC(=O)[O-], CCN(C(C)C)C(C)C, ClCCl, [Cu+2], OB(O)c1ccc(OC(F)(F)F)cc1, c1ccncc1. Product: FC(F)(F)Oc1ccc(Oc2ccc(Br)cc2)cc1. RXN SMILES: [Br:15][c:16]1[cH:17][cH:18][c:19]([OH:22])[cH:20][cH:21]1.[C:41]([O-:42])(=[O:43])[CH3:44].[C:46]([O-:47])(=[O:48])[CH3:49].[CH:23]([N:24]([CH:25]([CH3:26])[CH3:27])[CH2:28][CH3:29])([CH3:30])[CH3:31].[Cl:38][CH2:39][Cl:40].[Cu+2:45].[F:1][C:2]([O:3][c:4]1[cH:5][cH:6][c:7]([B:10]([OH:11])[OH:12])[cH:8][cH:9]1)([F:13])[F:14].[cH:32]1[cH:33][cH:34][n:35][cH:36][cH:37]1>>[F:1][C:2]([O:3][c:4]1[cH:5][cH:6][c:7]([O:22][c:19]2[cH:18][cH:17][c:16]([Br:15])[cH:21][cH:20]2)[cH:8][cH:9]1)([F:13])[F:14]. Conditions: time 3 hour. Reactants: C(Cl)Cl.C(C)(C)O (methylene chloride isopropanol), C(C)(C)OC(C)C (isopropylether), O (water), C(C1=CC=CC=C1)OC(=O)NCCN[C@@H](C(=O)OC)COC(C)(C)C ((R)-methyl 2-(2-(benzyloxycarbonylamino)ethylamino)-3-t-butoxypropanoate). RXN SMILES: C(OC([NH:11][CH2:12][CH2:13][NH:14][C@H:15]([CH2:20][O:21][C:22]([CH3:25])([CH3:24])[CH3:23])[C:16](OC)=[O:17])=O)C1C=CC=CC=1.C(OC(C)C)(C)C.O.C(Cl)Cl.C(O)(C)C>CO>[C:22]([O:21][CH2:20][C@H:15]1[NH:14][CH2:13][CH2:12][NH:11][C:16]1=[O:17])([CH3:25])([CH3:24])[CH3:23] |f:3.4|. The solvent is CO (methanol). Product: C(C)(C)(C)OC[C@@H]1C(NCCN1)=O ((R)-3-(t-butoxymethyl)piperazine-2-one). Procedure details: 39.5 kg of (R)-methyl 2-(2-(benzyloxycarbonylamino)ethylamino)-3-t-butoxypropanoate was dissolved in 276 L of methanol in a reactor; purged with nitrogen; 5.9 kg of palladium/carbon (10% water mixture) was added and stirred for 3 hours while the hydrogen pressure was maintained at 10 bar. The reaction solution was filtered, concentrated under reduced pressure, and then again azeotroped by adding 30 L of isopropylether. 158 L (115 kg) of isopropylether, 39 L (35 kg) of ethyl acetate, and 36.4 kg ... Isolated yield 46.5%.